Dataset: the Open Reaction Database (ORD), a public repository of structured organic reaction records. Task: describe an organic reaction: reactants, conditions, products, and yield The reactants are CCOC(=O)C(=O)OCC, CN1C(=O)CCC2(C)C1=CCC1C3CCC(=O)C3(C)CCC12, C[O-], CI, CC(=O)O, CO, ClCCl, [Na+]. Product: C=CCC1CC2C3CC=C4N(C)C(=O)CCC4(C)C3CCC2(C)C1=O. Reaction SMILES: [C:23]([O:24][CH2:31][CH3:32])(=[O:25])[C:26]([O:27][CH2:28][CH3:29])=[O:30].[CH3:1][N:2]1[C:3]2=[CH:4][CH2:5][CH:6]3[CH:7]4[CH2:8][CH2:9][C:10](=[O:22])[C:11]4([CH3:12])[CH2:13][CH2:14][CH:15]3[C:16]2([CH3:21])[CH2:17][CH2:18][C:19]1=[O:20].[CH3:33][O-:34].[CH3:36][I:37].[CH3:41][C:42](=[O:43])[OH:44].[CH3:45][OH:46].[Cl:38][CH2:39][Cl:40].[Na+:35]>>[CH3:1][N:2]1[C:3]2=[CH:4][CH2:5][CH:6]3[CH:7]4[CH2:8][CH:9]([CH2:33][CH:31]=[CH2:32])[C:10](=[O:22])[C:11]4([CH3:12])[CH2:13][CH2:14][CH:15]3[C:16]2([CH3:21])[CH2:17][CH2:18][C:19]1=[O:20]. Starting materials: CC(C)(C)OC(=O)N1CCC(c2ccc(N)c(C3=CCCCCC3)c2)CC1, C[Si](C)(C)CCOCn1cc(C#N)nc1C(=O)[O-], CCN(C(C)C)C(C)C, ClCCl, [K+]. Yields the product CC(C)(C)OC(=O)N1CCC(c2ccc(NC(=O)c3nc(C#N)cn3COCC[Si](C)(C)C)c(C3=CCCCCC3)c2)CC1. RXN SMILES: [C:1]([CH3:2])([CH3:3])([CH3:4])[O:5][C:6](=[O:7])[N:8]1[CH2:9][CH2:10][CH:11]([c:14]2[cH:15][c:16]([C:21]3=[CH:22][CH2:23][CH2:24][CH2:25][CH2:26][CH2:27]3)[c:17]([NH2:20])[cH:18][cH:19]2)[CH2:12][CH2:13]1.[C:29](#[N:30])[c:31]1[n:32][c:33]([C:44](=[O:45])[O-:46])[n:34]([CH2:36][O:37][CH2:38][CH2:39][Si:40]([CH3:41])([CH3:42])[CH3:43])[cH:35]1.[CH:47]([N:48]([CH2:49][CH3:50])[CH:51]([CH3:52])[CH3:53])([CH3:54])[CH3:55].[Cl:56][CH2:57][Cl:58].[K+:28]>>[C:1]([CH3:2])([CH3:3])([CH3:4])[O:5][C:6](=[O:7])[N:8]1[CH2:9][CH2:10][CH:11]([c:14]2[cH:15][c:16]([C:21]3=[CH:22][CH2:23][CH2:24][CH2:25][CH2:26][CH2:27]3)[c:17]([NH:20][C:44]([c:33]3[n:32][c:31]([C:29]#[N:30])[cH:35][n:34]3[CH2:36][O:37][CH2:38][CH2:39][Si:40]([CH3:41])([CH3:42])[CH3:43])=[O:45])[cH:18][cH:19]2)[CH2:12][CH2:13]1. The product is COCC=Cc1cc(O)cc(C=O)c1. Reactants: O=Cc1cc(O)cc(Br)c1, CC(=O)[O-], CC(=O)[O-], COCC=CB1OC(C)(C)C(C)(C)O1, [Na+], [Na+], O=C([O-])[O-], CN(C)C=O, [Pd+2], c1ccc(P(c2ccccc2)c2ccccc2)cc1. Reaction SMILES: [Br:1][c:2]1[cH:3][c:4]([CH:5]=[O:6])[cH:7][c:8]([OH:10])[cH:9]1.[C:55]([O-:56])(=[O:57])[CH3:58].[C:60]([O-:61])(=[O:62])[CH3:63].[CH3:11][O:12][CH2:13][CH:14]=[CH:15][B:16]1[O:17][C:18]([CH3:19])([CH3:20])[C:21]([CH3:22])([CH3:23])[O:24]1.[Na+:44].[Na+:45].[O-:46][C:47](=[O:48])[O-:49].[O:50]=[CH:51][N:52]([CH3:53])[CH3:54].[Pd+2:59].[c:25]1([P:26]([c:27]2[cH:28][cH:29][cH:30][cH:31][cH:32]2)[c:33]2[cH:34][cH:35][cH:36][cH:37][cH:38]2)[cH:39][cH:40][cH:41][cH:42][cH:43]1>>[c:2]1([CH:15]=[CH:14][CH2:13][O:12][CH3:11])[cH:3][c:4]([CH:5]=[O:6])[cH:7][c:8]([OH:10])[cH:9]1. Starting materials: C(C)(C)(C)OC(=O)CON=C(C(=O)O)C1=NSC=N1 (2-tert-Butoxycarbonylmethoxyimino-2-(1,2,4-thiadiazol-3-yl)acetic acid), C[N+](=CCl)C.[Cl-] (Vilsmeier reagent), C[Si](C)(C)NC(N[Si](C)(C)C)=O (Bis(trimethylsilyl)urea), Cl.NC1[C@@H]2N(C(=C(CS2)Cl)C(=O)OCC2=CC=C(C=C2)[N+](=O)[O-])C1=O (p-nitrobenzyl 7-amino-3-chloro-3-cephem-4-carboxylate hydrochloride), P(=O)(Cl)(Cl)Cl (phosphorus oxychloride). Run in C(C)(=O)OCC (ethyl acetate), O1CCCC1 (tetrahydrofuran), C(C)(=O)OCC (ethyl acetate), O (water), C(C)(=O)OCC (ethyl acetate), CN(C=O)C (N,N-dimethylformamide). Run at time 40 minute. Product: C[N+](=CCl)C.[Cl-] (Vilsmeier reagent), C(C)(C)(C)OC(=O)CON=C(C(=O)NC1[C@@H]2N(C(=C(CS2)Cl)C(=O)OCC2=CC=C(C=C2)[N+](=O)[O-])C1=O)C1=NSC=N1 (p-nitrobenzyl 7-[2-tert-butoxycarbonylmethoxyimino-2-(1,2,4-thiadiazol-3-yl)acetamido]-3-chloro-3-cephem-4-carboxylate). RXN SMILES: P(Cl)(Cl)([Cl:3])=O.[C:6]([O:10][C:11]([CH2:13][O:14][N:15]=[C:16]([C:20]1[N:24]=[CH:23][S:22][N:21]=1)[C:17]([OH:19])=O)=[O:12])([CH3:9])([CH3:8])[CH3:7].[CH3:25][N+:26]([CH3:29])=[CH:27][Cl:28].[Cl-].C[Si](NC(=O)N[Si](C)(C)C)(C)C.Cl.[NH2:44][CH:45]1[C:66](=[O:67])[N:47]2[C:48]([C:53]([O:55][CH2:56][C:57]3[CH:62]=[CH:61][C:60]([N+:63]([O-:65])=[O:64])=[CH:59][CH:58]=3)=[O:54])=[C:49]([Cl:52])[CH2:50][S:51][C@H:46]12>C(OCC)(=O)C.O1CCCC1.O.CN(C)C=O>[CH3:25][N+:26]([CH3:29])=[CH:27][Cl:28].[Cl-:3].[C:6]([O:10][C:11]([CH2:13][O:14][N:15]=[C:16]([C:20]1[N:24]=[CH:23][S:22][N:21]=1)[C:17]([NH:44][CH:45]1[C:66](=[O:67])[N:47]2[C:48]([C:53]([O:55][CH2:56][C:57]3[CH:58]=[CH:59][C:60]([N+:63]([O-:65])=[O:64])=[CH:61][CH:62]=3)=[O:54])=[C:49]([Cl:52])[CH2:50][S:51][C@H:46]12)=[O:19])=[O:12])([CH3:7])([CH3:8])[CH3:9] |f:2.3,5.6,11.12|. Procedure details: Vilsmeier reagent was prepared from phosphorus oxychloride (1.7 g) and N,N-dimethylformamide (0.8 g) in ethyl acetate (3.2 ml) in a usual manner. 2-tert-Butoxycarbonylmethoxyimino-2-(1,2,4-thiadiazol-3-yl)acetic acid (syn isomer) (2.7 g) was added to a stirred suspension of the Vilsmeier reagent prepared above in ethyl acetate (30 ml) under ice-cooling, and the stirring was continued for 40 minutes at the same temperature to produce an activated acid solution. Bis(trimethylsilyl)urea (5.8 g) was...